This data is from the Open Reaction Database (ORD), a public repository of structured organic reaction records. The task is: describe an organic reaction: reactants, conditions, products, and yield Starting materials: CS(=O)(=O)C=1C=CC(=C(C(=O)O)C1)N1CCOCC1 (5-Methanesulfonyl-2-morpholin-4-yl-benzoic acid), FC(C1=CC=C(OC2CNCC2)C=C1)(F)F (3-(4-trifluoromethyl-phenoxy)-pyrrolidine). Product: CS(=O)(=O)C=1C=CC(=C(C1)C(=O)N1CC(CC1)OC1=CC=C(C=C1)C(F)(F)F)N1CCOCC1 ((5-Methanesulfonyl-2-morpholin-4-yl-phenyl)-[3-(4-trifluoromethyl-phenoxy)-pyrrolidin-1-yl]-methanone). Yield: 20.0%. Reaction SMILES: [CH3:1][S:2]([C:5]1[CH:6]=[CH:7][C:8]([N:14]2[CH2:19][CH2:18][O:17][CH2:16][CH2:15]2)=[C:9]([CH:13]=1)[C:10]([OH:12])=O)(=[O:4])=[O:3].[F:20][C:21]([F:35])([F:34])[C:22]1[CH:33]=[CH:32][C:25]([O:26][CH:27]2[CH2:31][CH2:30][NH:29][CH2:28]2)=[CH:24][CH:23]=1>>[CH3:1][S:2]([C:5]1[CH:6]=[CH:7][C:8]([N:14]2[CH2:19][CH2:18][O:17][CH2:16][CH2:15]2)=[C:9]([C:10]([N:29]2[CH2:30][CH2:31][CH:27]([O:26][C:25]3[CH:24]=[CH:23][C:22]([C:21]([F:20])([F:35])[F:34])=[CH:33][CH:32]=3)[CH2:28]2)=[O:12])[CH:13]=1)(=[O:3])=[O:4]. Procedure details: Prepared in analogy to Example 1 from 5-methanesulfonyl-2-morpholin-4-yl-benzoic acid (Example A4) and 3-(4-trifluoromethyl-phenoxy)-pyrrolidine. The crude material was purified by chromatography (methanol/dichloromethane) to yield the title compound as a white solid (yield 20%). MS (m/e): 499.4 (M+H+, 100%).